The task is: describe an organic reaction: reactants, conditions, products, and yield. This data is from the Open Reaction Database (ORD), a public repository of structured organic reaction records. Reactants: Fc1ccccc1Br, CC(=O)[O-], CC(=O)[O-], O=C1CCC2CN(C(=O)OCc3ccccc3)CCC12, CC(C)(C)[O-], CCOC(C)=O, Cc1ccccc1, [Cl-], [NH4+], [Na+], [Pd+2], c1ccc(P(c2ccccc2)c2ccc3ccccc3c2-c2c(P(c3ccccc3)c3ccccc3)ccc3ccccc23)cc1. Yields the product O=C1C(c2ccccc2F)CC2CN(C(=O)OCc3ccccc3)CCC12. RXN SMILES: [Br:67][c:68]1[c:69]([F:74])[cH:70][cH:71][cH:72][cH:73]1.[C:83]([O-:84])(=[O:85])[CH3:86].[C:88]([O-:89])(=[O:90])[CH3:91].[CH2:1]([c:2]1[cH:3][cH:4][cH:5][cH:6][cH:7]1)[O:8][C:9](=[O:10])[N:11]1[CH2:12][CH:13]2[CH2:14][CH2:15][C:16](=[O:20])[CH:17]2[CH2:18][CH2:19]1.[CH3:75][C:76]([CH3:77])([O-:78])[CH3:79].[CH3:92][CH2:93][O:94][C:95](=[O:96])[CH3:97].[CH3:98][c:99]1[cH:100][cH:101][cH:102][cH:103][cH:104]1.[Cl-:81].[NH4+:82].[Na+:80].[Pd+2:87].[cH:21]1[cH:22][cH:23][c:24]([P:25]([c:26]2[cH:27][cH:28][c:29]3[c:30]([cH:31][cH:32][cH:33][cH:34]3)[c:35]2-[c:36]2[c:37]3[c:38]([cH:39][cH:40][cH:41][cH:42]3)[cH:43][cH:44][c:45]2[P:46]([c:47]2[cH:48][cH:49][cH:50][cH:51][cH:52]2)[c:53]2[cH:54][cH:55][cH:56][cH:57][cH:58]2)[c:59]2[cH:60][cH:61][cH:62][cH:63][cH:64]2)[cH:65][cH:66]1>>[CH2:1]([c:2]1[cH:3][cH:4][cH:5][cH:6][cH:7]1)[O:8][C:9](=[O:10])[N:11]1[CH2:12][CH:13]2[CH2:14][CH:15]([c:68]3[c:69]([F:74])[cH:70][cH:71][cH:72][cH:73]3)[C:16](=[O:20])[CH:17]2[CH2:18][CH2:19]1. Reactants: CC(C)[Si](Sc1cc(-c2ccc(Cl)cc2Cl)cc2c1OC1CCN(C(=O)OC(C)(C)C)CC21)(C(C)C)C(C)C, [Cs+], [F-], CCCI, CN(C)C=O. Yields the product CCCSc1cc(-c2ccc(Cl)cc2Cl)cc2c1OC1CCN(C(=O)OC(C)(C)C)CC21. Reaction SMILES: [Cl:1][c:2]1[c:3](-[c:9]2[cH:10][c:11]([S:29][Si:30]([CH:31]([CH3:32])[CH3:33])([CH:34]([CH3:35])[CH3:36])[CH:37]([CH3:38])[CH3:39])[c:12]3[c:13]([cH:14]2)[CH:15]2[CH2:16][N:17]([C:22](=[O:23])[O:24][C:25]([CH3:26])([CH3:27])[CH3:28])[CH2:18][CH2:19][CH:20]2[O:21]3)[cH:4][cH:5][c:6]([Cl:8])[cH:7]1.[Cs+:45].[F-:44].[I:40][CH2:41][CH2:42][CH3:43].[O:46]=[CH:47][N:48]([CH3:49])[CH3:50]>>[Cl:1][c:2]1[c:3](-[c:9]2[cH:10][c:11]([S:29][CH2:41][CH2:42][CH3:43])[c:12]3[c:13]([cH:14]2)[CH:15]2[CH2:16][N:17]([C:22](=[O:23])[O:24][C:25]([CH3:26])([CH3:27])[CH3:28])[CH2:18][CH2:19][CH:20]2[O:21]3)[cH:4][cH:5][c:6]([Cl:8])[cH:7]1. Reactants: BrC=1C=C(C=CC1)C1=NC(NC2=C3C(=CC=C12)C=CC=C3)=O (4-(3-bromophenyl)-1H-benzo[h]quinazolin-2-one), O1CCOCC1 (1,4-dioxane), CC(C)([O-])C.[Na+] (sodium tert-butoxide), C(C1=CC=CC=C1)(C1=CC=CC=C1)=N (benzophenone imine), C1(=CC=CC=C1)P(C1=C(C2=CC=CC=C2C=C1)C1=C(C=CC2=CC=CC=C12)P(C1=CC=CC=C1)C1=CC=CC=C1)C1=CC=CC=C1 ((±)-2,2′-bis(diphenylphosphino)-1,1′-binaphthyl). Reaction conditions: time 16 hour. The product is NC=1C=C(C=CC1)C1=NC(NC2=C3C(=CC=C12)C=CC=C3)=O (4-(3-Aminophenyl)-1H-benzo[h]quinazolin-2-one). Yield: 24.5%. RXN SMILES: Br[C:2]1[CH:3]=[C:4]([C:8]2[C:17]3[C:12](=[C:13]4[CH:21]=[CH:20][CH:19]=[CH:18][C:14]4=[CH:15][CH:16]=3)[NH:11][C:10](=[O:22])[N:9]=2)[CH:5]=[CH:6][CH:7]=1.O1CCOCC1.CC(C)([O-])C.[Na+].C(=[NH:48])(C1C=CC=CC=1)C1C=CC=CC=1.C1(P(C2C=CC=CC=2)C2C=CC3C(=CC=CC=3)C=2C2C3C(=CC=CC=3)C=CC=2P(C2C=CC=CC=2)C2C=CC=CC=2)C=CC=CC=1>>[NH2:48][C:2]1[CH:3]=[C:4]([C:8]2[C:17]3[C:12](=[C:13]4[CH:21]=[CH:20][CH:19]=[CH:18][C:14]4=[CH:15][CH:16]=3)[NH:11][C:10](=[O:22])[N:9]=2)[CH:5]=[CH:6][CH:7]=1 |f:2.3|. Reported procedure: The mixture of 4-(3-bromophenyl)-1H-benzo[h]quinazolin-2-one (950 mg, 2.71 mmol), 1,4-dioxane (95 mg, 1.08 mmol), sodium tert-butoxide (650 mg, 6.76 mmol), benzophenone imine (681 μL, 4.06 mmol), and (±)-2,2′-bis(diphenylphosphino)-1,1′-binaphthyl (101 mg, 0.16 mmol) was heated under reflux for 16 hours under N2 atmosphere. The solvent was removed under reduced pressure. To the residue was added methanol (50 mL) and 2M hydrochloride (50 mL), and stirred at room temperature for 16 hours. The reac... The reactants are N=1C=CN2C1C=CC=C2SCCCCN2C(SCC2=O)=O (3-[4-(imidazo[1,2-a]pyridin-5-ylthio)butyl]thiazolidine-2,4-dione), C(CC)=O (propionaldehyde), N1CCCCC1 (piperidine). Solvent: C(C)O (ethanol). The product is C(CC)=C1C(N(C(S1)=O)CCCCSC1=CC=CC=2N1C=CN2)=O (5-propylidene-3-[4-(imidazo[1,2-a]pyridin-5-ylthio)butyl]thiazolidine-2,4-dione). Reaction SMILES: [N:1]1[CH:2]=[CH:3][N:4]2[C:9]([S:10][CH2:11][CH2:12][CH2:13][CH2:14][N:15]3[C:19](=[O:20])[CH2:18][S:17][C:16]3=[O:21])=[CH:8][CH:7]=[CH:6][C:5]=12.[CH:22](=O)[CH2:23][CH3:24].N1CCCCC1>C(O)C>[CH:22](=[C:18]1[S:17][C:16](=[O:21])[N:15]([CH2:14][CH2:13][CH2:12][CH2:11][S:10][C:9]2[N:4]3[CH:3]=[CH:2][N:1]=[C:5]3[CH:6]=[CH:7][CH:8]=2)[C:19]1=[O:20])[CH2:23][CH3:24]. Reported procedure: To a solution of 1.61 g (5 mmol) of 3-[4-(imidazo[1,2-a]pyridin-5-ylthio)butyl]thiazolidine-2,4-dione and 0.36 ml (5 mmol) of propionaldehyde in 20 ml of ethanol, 0.05 ml (0.5 mmol) of piperidine was added, followed by refluxing for 2 hours. After the reaction mixture was cooled, the solvent was distilled off. The residue was dissolved in chloroform, washed with saturated aqueous sodium hydrogen carbonate and dried, after which the solvent was distilled off. The residue was purified by column ch...